From a dataset of the Open Reaction Database (ORD), a public repository of structured organic reaction records. describe an organic reaction: reactants, conditions, products, and yield Starting materials: C(C(C)C)N([C@@H](CCCCNC(CI)=O)C(=O)O)S(=O)(=O)C1=CC=C(C=C1)C (Nα-isobutyl-Nα-(4-methylbenzenesulfonyl)-Nε-iodoacetyl-L-lysine), NC=1C=NC2=CC=CC=C2C1 (3-aminoquinoline), CCN(CC)CCO (DEEA). The product is CC1=CC=C(C=C1)S(=O)(=O)N(CC(C)C)[C@@H](CCCCNC(=O)CNC2=CC3=CC=CC=C3N=C2)C(=O)O (Nα-isobutyl-Nα-(4-methylbenzenesulfonyl)-Nε-[N′α-(3-quinolyl)glycyl]-L-lysine), solid. Isolated yield 12.0%. RXN SMILES: [CH2:1]([N:5]([S:19]([C:22]1[CH:27]=[CH:26][C:25]([CH3:28])=[CH:24][CH:23]=1)(=[O:21])=[O:20])[C@H:6]([C:16]([OH:18])=[O:17])[CH2:7][CH2:8][CH2:9][CH2:10][NH:11][C:12](=[O:15])[CH2:13]I)[CH:2]([CH3:4])[CH3:3].CCN(CCO)CC.[NH2:37][C:38]1[CH:39]=[N:40][C:41]2[C:46]([CH:47]=1)=[CH:45][CH:44]=[CH:43][CH:42]=2>>[CH3:28][C:25]1[CH:26]=[CH:27][C:22]([S:19]([N:5]([C@H:6]([C:16]([OH:18])=[O:17])[CH2:7][CH2:8][CH2:9][CH2:10][NH:11][C:12]([CH2:13][NH:37][C:38]2[CH:39]=[N:40][C:41]3[C:46](=[CH:45][CH:44]=[CH:43][CH:42]=3)[CH:47]=2)=[O:15])[CH2:1][CH:2]([CH3:4])[CH3:3])(=[O:21])=[O:20])=[CH:23][CH:24]=1. Procedure details: The title compound was prepared from Nα-isobutyl-Nα-(4-methylbenzenesulfonyl)-Nε-iodoacetyl-L-lysine (200 mg, 0.38 mmol, example 105, step B) by following the indications of general procedure H using DEEA (0.19 mL, 1.09 mmol) and 3-aminoquinoline (260 mg, 1.80 mmol). The crude material was purified by preparative HPLC. The product was isolated as a solid (24 mg, 12% yield). Reactants: C1CCOC1, COc1ccc(S(=O)(=O)Cl)cc1, O=C1c2ccccc2C(=O)N1OC1CCCCC1, CCN(C(C)C)C(C)C, NN. Yields the product COc1ccc(S(=O)(=O)NOC2CCCCC2)cc1. Reaction SMILES: [CH2:42]1[O:43][CH2:44][CH2:45][CH2:46]1.[CH3:21][O:22][c:23]1[cH:24][cH:25][c:26]([S:29](=[O:30])(=[O:31])[Cl:32])[cH:27][cH:28]1.[CH:1]1([O:7][N:8]2[C:9](=[O:10])[c:11]3[c:12]([cH:13][cH:14][cH:15][cH:16]3)[C:17]2=[O:18])[CH2:2][CH2:3][CH2:4][CH2:5][CH2:6]1.[CH:33]([N:34]([CH:35]([CH3:36])[CH3:37])[CH2:38][CH3:39])([CH3:40])[CH3:41].[NH2:19][NH2:20]>>[CH:1]1([O:7][NH:8][S:29]([c:26]2[cH:25][cH:24][c:23]([O:22][CH3:21])[cH:28][cH:27]2)(=[O:30])=[O:31])[CH2:2][CH2:3][CH2:4][CH2:5][CH2:6]1.